From a dataset of the Open Reaction Database (ORD), a public repository of structured organic reaction records. describe an organic reaction: reactants, conditions, products, and yield Reactants: CC(=O)O, Cc1c2n(c3ccccc13)C(=O)C(Cc1cn(C(c3ccccc3)(c3ccccc3)c3ccccc3)cn1)CC2, O. Product: Cc1c2n(c3ccccc13)C(=O)C(Cc1c[nH]cn1)CC2. Reaction SMILES: [CH3:1][C:2](=[O:3])[OH:4].[CH3:5][c:6]1[c:7]2[n:8]([c:9]3[cH:10][cH:11][cH:12][cH:13][c:14]13)[C:15](=[O:44])[CH:16]([CH2:19][c:20]1[n:21][cH:22][n:23]([C:25]([c:26]3[cH:27][cH:28][cH:29][cH:30][cH:31]3)([c:32]3[cH:33][cH:34][cH:35][cH:36][cH:37]3)[c:38]3[cH:39][cH:40][cH:41][cH:42][cH:43]3)[cH:24]1)[CH2:17][CH2:18]2.[OH2:45]>>[CH3:5][c:6]1[c:7]2[n:8]([c:9]3[cH:10][cH:11][cH:12][cH:13][c:14]13)[C:15](=[O:44])[CH:16]([CH2:19][c:20]1[n:21][cH:22][nH:23][cH:24]1)[CH2:17][CH2:18]2. Reactants: Cl[Si](C)(C)C (chlorotrimethylsilane), Cl (hydrochloride), CN(C1(CCC(CC1)NC(=O)N1CCC(CC1)C1=CNC2=CC=C(C=C12)F)C1=CC=CC=C1)C (4-(5-fluoro-1H-indol-3-yl)piperidine-1-carboxylic acid-(4-dimethylamino-4-phenylcyclohexyl)-amide). The solvent is CC(=O)CC (ethyl methyl ketone). Product: Cl.CN(C1(CCC(CC1)NC(=O)N1CCC(CC1)C1=CNC2=CC=C(C=C12)F)C1=CC=CC=C1)C (4-(5-fluoro-1H-indol-3-yl)piperidine-1-carboxylic acid-(4-dimethylamino-4-phenylcyclohexyl)-amide hydrochloride), CN(C1(CCC(CC1)NC(=O)N1CCC(CC1)C1=CNC2=CC=C(C=C12)F)C1=CC=CC=C1)C (4-(5-fluoro-1H-indol-3-yl)piperidine-1-carboxylic acid-(4-dimethylamino-4-phenylcyclohexyl)-amide). RXN SMILES: Cl.[CH3:2][N:3]([CH3:35])[C:4]1([C:29]2[CH:34]=[CH:33][CH:32]=[CH:31][CH:30]=2)[CH2:9][CH2:8][CH:7]([NH:10][C:11]([N:13]2[CH2:18][CH2:17][CH:16]([C:19]3[C:27]4[C:22](=[CH:23][CH:24]=[C:25]([F:28])[CH:26]=4)[NH:21][CH:20]=3)[CH2:15][CH2:14]2)=[O:12])[CH2:6][CH2:5]1.[Cl:36][Si](C)(C)C>CC(CC)=O>[ClH:36].[CH3:2][N:3]([CH3:35])[C:4]1([C:29]2[CH:30]=[CH:31][CH:32]=[CH:33][CH:34]=2)[CH2:9][CH2:8][CH:7]([NH:10][C:11]([N:13]2[CH2:14][CH2:15][CH:16]([C:19]3[C:27]4[C:22](=[CH:23][CH:24]=[C:25]([F:28])[CH:26]=4)[NH:21][CH:20]=3)[CH2:17][CH2:18]2)=[O:12])[CH2:6][CH2:5]1.[CH3:2][N:3]([CH3:35])[C:4]1([C:29]2[CH:30]=[CH:31][CH:32]=[CH:33][CH:34]=2)[CH2:9][CH2:8][CH:7]([NH:10][C:11]([N:13]2[CH2:14][CH2:15][CH:16]([C:19]3[C:27]4[C:22](=[CH:23][CH:24]=[C:25]([F:28])[CH:26]=4)[NH:21][CH:20]=3)[CH2:17][CH2:18]2)=[O:12])[CH2:6][CH2:5]1 |f:4.5|. Procedure details: To prepare the hydrochloride the non-polar diastereoisomer of 4-(5-fluoro-1H-indol-3-yl)piperidine-1-carboxylic acid-(4-dimethylamino-4-phenylcyclohexyl)-amide (220 mg, 0.48 mmole) was dissolved in ethyl methyl ketone (5 ml) and chlorotrimethylsilane (92 μl, 0.71 mmole) was added. The solid thereby formed was filtered off and dried. The hydrochloride of the non-polar diastereoisomer of 4-(5-fluoro-1H-indol-3-yl)piperidine-1-carboxylic acid-(4-dimethylamino-4-phenylcyclohexyl)-amide was thereby o... Reactants: CC1=CC=C(C=C1)S(=O)(=O)OC[C@@H]1COC2=C(O1)C=C(C=C2)S(=O)(=O)C ([(2S)-7-(methylsulfonyl)-2,3-dihydro-1,4-benzodioxin-2-yl]methyl 4-methylbenzenesulfonate), CC(CN)C (2-methylpropane-1-amine). Solvent: C(C)#N (ACN). Conditions: temperature 120 celsius. Product: CC(CNC[C@@H]1COC2=C(O1)C=C(C=C2)S(=O)(=O)C)C (2-METHYL-N-{[(2R)-7-(METHYLSULFONYL)-2,3-DIHYDRO-1,4-BENZODIOXIN-2-YL]METHYL}PROPAN-1-AMINE). Reaction SMILES: CC1C=CC(S(O[CH2:12][C@H:13]2[O:18][C:17]3[CH:19]=[C:20]([S:23]([CH3:26])(=[O:25])=[O:24])[CH:21]=[CH:22][C:16]=3[O:15][CH2:14]2)(=O)=O)=CC=1.[CH3:27][CH:28]([CH3:31])[CH2:29][NH2:30]>C(#N)C>[CH3:27][CH:28]([CH3:31])[CH2:29][NH:30][CH2:12][C@H:13]1[O:18][C:17]2[CH:19]=[C:20]([S:23]([CH3:26])(=[O:24])=[O:25])[CH:21]=[CH:22][C:16]=2[O:15][CH2:14]1. Procedure: A mixture of [(2S)-7-(methylsulfonyl)-2,3-dihydro-1,4-benzodioxin-2-yl]methyl 4-methylbenzenesulfonate (0.2 g, 0.5 mmol), 2-methylpropane-1-amine (1 ml) and ACN (2 ml) was heated under microwave radiation at 120° C. for 30 min. Purification on SCX-3 column (TEA/MeOH) and flash column chromatography (EtOAc/MeOH). Yield: 0.1 g, 77%. The amine was converted to the hydrochloric acid salt and crystallized from MeOH/Et2O. M.p. 213° C. MS m/z (rel. intensity, 70 eV) 299 (M+, 4), 256 (16), 207 (11), 86 ... Reactants: CN1CC=2C=C(C=NC2CC1)NC(C1=CC(=CC=C1)C(F)(F)F)=O (N-(6-methyl-5,6,7,8-tetrahydro[1,6]naphthyridin-3-yl)-3-trifluoromethyl benzarnide), Cl (monohydrochloride). Product: CN1CC=2C=C(C=NC2CC1)NC(C1=CC=CC=C1)=O (N-(6-methyl-5,6,7,8-tetrahydro[1,6]naphthyridin-3-yl)-benzamide). As a reaction SMILES: [CH3:1][N:2]1[CH2:11][CH2:10][C:9]2[N:8]=[CH:7][C:6]([NH:12][C:13](=[O:24])[C:14]3[CH:19]=[CH:18][CH:17]=[C:16](C(F)(F)F)[CH:15]=3)=[CH:5][C:4]=2[CH2:3]1.Cl>>[CH3:1][N:2]1[CH2:11][CH2:10][C:9]2[N:8]=[CH:7][C:6]([NH:12][C:13](=[O:24])[C:14]3[CH:19]=[CH:18][CH:17]=[CH:16][CH:15]=3)=[CH:5][C:4]=2[CH2:3]1. Procedure: N-(6-methyl-5,6,7,8-tetrahydro[1,6]naphthyridin-3-yl)-3-trifluoromethyl benzarnide and its monohydrochloride Starting materials: C1(=CC=CC=C1)C=1C=NN(C1C1=CC=CC=C1)CC(=O)OCC (ethyl 4,5-diphenyl-1H-pyrazole-1-acetate), CN(C)CCN (dimethylaminoethylamine), CN(C)CCN (dimethylamino ethylamine). Solvent: CCOCC (ether). Run at time 18 hour. The product is O.CN(CCNC(CN1N=CC(=C1C1=CC=CC=C1)C1=CC=CC=C1)=O)C.CN(C)CCNC(CN1N=CC(=C1C1=CC=CC=C1)C1=CC=CC=C1)=O (N-[2-(dimethylamino)ethyl]-4,5-diphenyl-1H-pyrazole-1-acetamide hemihydrate). Isolated yield 69.1%. Reaction SMILES: [C:1]1([C:7]2[CH:8]=[N:9][N:10]([CH2:18][C:19]([O:21]CC)=[O:20])[C:11]=2[C:12]2[CH:17]=[CH:16][CH:15]=[CH:14][CH:13]=2)[CH:6]=[CH:5][CH:4]=[CH:3][CH:2]=1.[CH3:24][N:25]([CH2:27][CH2:28][NH2:29])[CH3:26]>CCOCC>[OH2:20].[CH3:24][N:25]([CH3:26])[CH2:27][CH2:28][NH:29][C:19](=[O:21])[CH2:18][N:10]1[C:11]([C:12]2[CH:17]=[CH:16][CH:15]=[CH:14][CH:13]=2)=[C:7]([C:1]2[CH:2]=[CH:3][CH:4]=[CH:5][CH:6]=2)[CH:8]=[N:9]1.[CH3:24][N:25]([CH2:27][CH2:28][NH:29][C:19](=[O:21])[CH2:18][N:10]1[C:11]([C:12]2[CH:17]=[CH:16][CH:15]=[CH:14][CH:13]=2)=[C:7]([C:1]2[CH:6]=[CH:5][CH:4]=[CH:3][CH:2]=2)[CH:8]=[N:9]1)[CH3:26] |f:3.4.5|. Reported procedure: A mixture of 9 g (0.029 mol) of ethyl 4,5-diphenyl-1H-pyrazole-1-acetate of Example 1 and 31 mL (0.029 mol) of dimethylaminoethylamine was stirred on a steam bath under nitrogen for 18 hours. The excess dimethylamino ethylamine was stripped in vacuo, the residue dissolved in 300 mL of ether, treated with decolorizing carbon, filtered, and stripped to approximately 10 g of residue. This was triturated in water, filtered, washed and recrystallized from ether to yield 7.16 g of N-[2-(dimethylamino)...